This data is from the Open Reaction Database (ORD), a public repository of structured organic reaction records. The task is: describe an organic reaction: reactants, conditions, products, and yield Reactants: Brc1csc2cccnc12, C1CCCCC1, C1CCOC1, CI. Yields the product Cc1sc2cccnc2c1Br. Reaction SMILES: [Br:1][c:2]1[cH:3][s:4][c:5]2[c:6]1[n:7][cH:8][cH:9][cH:10]2.[CH2:11]1[CH2:12][CH2:13][CH2:14][CH2:15][CH2:16]1.[CH2:19]1[O:20][CH2:21][CH2:22][CH2:23]1.[CH3:17][I:18]>>[Br:1][c:2]1[c:3]([CH3:11])[s:4][c:5]2[c:6]1[n:7][cH:8][cH:9][cH:10]2.